This data is from the Open Reaction Database (ORD), a public repository of structured organic reaction records. The task is: describe an organic reaction: reactants, conditions, products, and yield Reactants: ONC(C=1C=C2C=CN(C2=CC1)CCC(=O)OCC)=N (Ethyl 3-{5-[(hydroxyamino)(imino)methyl]-1H-indol-1-yl}propanoate), ClC=1C=C(C(=O)O)C=CC1OC(F)(F)F (3-Chloro-4-[(trifluoromethyl)oxy]benzoic acid), CCN=C=NCCCN(C)C (EDCI), C=1C=CC2=C(C1)N=NN2O (HOBT). The solvent is CN(C)C=O (DMF), CN(C)C=O (DMF). Conditions: time 10 minute. Product: ClC=1C=C(C=CC1OC(F)(F)F)C1=NC(=NO1)C1=C2C=CN(C2=CC=C1)CCC(=O)O (3-[4-(5-{3-Chloro-4-[(trifluoromethyl)oxy]phenyl}-1,2,4-oxadiazol-3-yl)-1H-indol-1-yl]propanoic acid). Yield: 25.2%. Reaction SMILES: [Cl:1][C:2]1[CH:3]=[C:4]([CH:8]=[CH:9][C:10]=1[O:11][C:12]([F:15])([F:14])[F:13])[C:5]([OH:7])=O.CC[N:18]=[C:19]=[N:20]CCCN(C)C.C1C=CC2N(O)N=NC=2C=1.ONC(=N)[C:40]1[CH:41]=[C:42]2[C:46](=[CH:47][CH:48]=1)[N:45]([CH2:49][CH2:50][C:51]([O:53]CC)=[O:52])[CH:44]=[CH:43]2>CN(C=O)C>[Cl:1][C:2]1[CH:3]=[C:4]([C:5]2[O:7][N:20]=[C:19]([C:41]3[CH:40]=[CH:48][CH:47]=[C:46]4[C:42]=3[CH:43]=[CH:44][N:45]4[CH2:49][CH2:50][C:51]([OH:53])=[O:52])[N:18]=2)[CH:8]=[CH:9][C:10]=1[O:11][C:12]([F:15])([F:14])[F:13]. Procedure details: 3-Chloro-4-[(trifluoromethyl)oxy]benzoic acid (commercial source) (131 mg), EDCI (114 mg) and HOBT (81 mg) were dissolved in DMF (2.5 ml) and stirred at RT for 10 minutes. Ethyl 3-{5-[(hydroxyamino)(imino)methyl]-1H-indol-1-yl}propanoate (D57) (150 mg) in DMF (2.5 ml) was added and stirring continued at RT for 2 hours. The mixture was then heated at 80° C. overnight. The reaction mixture was evaporated to dryness then extracted with EtOAc (2×25 ml) from H2O (25 ml). The combined organic solution... The reactants are Cl/C=1/C(=O)OC(\C1\Cl)=O (2,3-dichloromaleic anhydride), FC(OC=1C=C(N)C=CC1)F (m-difluoromethoxyaniline). Run in O1CCOCC1 (dioxane), O1CCOCC1 (dioxane). Yields the product ClC=1C(=O)N(C(C1Cl)=O)C1=CC(=CC=C1)OC(F)F (2,3-dichloro-N-(m-difluoromethoxyphenyl)maleimide). Yield: 94.8%. RXN SMILES: [Cl:1][C:2]1[C:3]([O:5][C:6](=[O:9])[C:7]=1[Cl:8])=O.[F:10][CH:11]([F:20])[O:12][C:13]1[CH:14]=[C:15]([CH:17]=[CH:18][CH:19]=1)[NH2:16]>O1CCOCC1>[Cl:8][C:7]1[C:6]([N:16]([C:15]2[CH:17]=[CH:18][CH:19]=[C:13]([O:12][CH:11]([F:10])[F:20])[CH:14]=2)[C:3](=[O:5])[C:2]=1[Cl:1])=[O:9]. Procedure details: 16.7 g (0.1 mole) of 2,3-dichloromaleic anhydride is dissolved in 100 ml of dioxane, and a solution of 15.9 g (0.1 mole) of m-difluoromethoxyaniline in 30 ml of dioxane is added dropwise to it at room temperature over 20 minutes with stirring. Thereafter, the resulting solution is stirred at 70°-80° C. for 2 hours and the dioxane is then distilled off under a reduced pressure. Water is added to the residue to precipitate crystals. The precipitated crystals are filtered off and recrystallized to ...